From a dataset of the Open Reaction Database (ORD), a public repository of structured organic reaction records. describe an organic reaction: reactants, conditions, products, and yield Starting materials: ClCCl, CSCCSC(C)=O, O=C(OO)c1cccc(Cl)c1. The product is CC(=O)SCCS(C)=O. Reaction SMILES: [CH2:20]([Cl:21])[Cl:22].[CH3:12][C:13](=[O:14])[S:15][CH2:16][CH2:17][S:18][CH3:19].[Cl:1][c:2]1[cH:3][cH:4][cH:5][c:6]([C:7]([O:8][OH:10])=[O:9])[cH:11]1>>[O:9]=[S:18]([CH2:17][CH2:16][S:15][C:13]([CH3:12])=[O:14])[CH3:19]. The reactants are [C-]#N, CCCCCCCCCC(C)c1cc(N)cc(OC)c1. The product is CCCCCCCCCC(C)c1cc(C#N)cc(OC)c1. RXN SMILES: [C-:21]#[N:22].[NH2:1][c:2]1[cH:3][c:4]([O:19][CH3:20])[cH:5][c:6]([CH:8]([CH3:9])[CH2:10][CH2:11][CH2:12][CH2:13][CH2:14][CH2:15][CH2:16][CH2:17][CH3:18])[cH:7]1>>[c:2]1([C:21]#[N:22])[cH:3][c:4]([O:19][CH3:20])[cH:5][c:6]([CH:8]([CH3:9])[CH2:10][CH2:11][CH2:12][CH2:13][CH2:14][CH2:15][CH2:16][CH2:17][CH3:18])[cH:7]1.